This data is from the Open Reaction Database (ORD), a public repository of structured organic reaction records. The task is: describe an organic reaction: reactants, conditions, products, and yield Reactants: CCOC(C)=O, CC(=O)O, Cc1cc(C2=NOC(c3cc(Cl)cc(Cl)c3)(C(F)(F)F)C2)ccc1[N+](=O)[O-], [Fe], O. The product is Cc1cc(C2=NOC(c3cc(Cl)cc(Cl)c3)(C(F)(F)F)C2)ccc1N. RXN SMILES: [CH3:28][CH2:29][O:30][C:31](=[O:32])[CH3:33].[CH3:35][C:36](=[O:37])[OH:38].[Cl:1][c:2]1[cH:3][c:4]([C:9]2([C:24]([F:25])([F:26])[F:27])[CH2:10][C:11]([c:14]3[cH:15][c:16]([CH3:23])[c:17]([N+:20]([O-:21])=[O:22])[cH:18][cH:19]3)=[N:12][O:13]2)[cH:5][c:6]([Cl:8])[cH:7]1.[Fe:39].[OH2:34]>>[Cl:1][c:2]1[cH:3][c:4]([C:9]2([C:24]([F:25])([F:26])[F:27])[CH2:10][C:11]([c:14]3[cH:15][c:16]([CH3:23])[c:17]([NH2:20])[cH:18][cH:19]3)=[N:12][O:13]2)[cH:5][c:6]([Cl:8])[cH:7]1.